describe an organic reaction: reactants, conditions, products, and yield From a dataset of the Open Reaction Database (ORD), a public repository of structured organic reaction records. Reactants: [Mg] (magnesium), C(C#C)Br (propargyl bromide), C/C(/CCC=O)=C\CC\C(=C\COC1OCCCC1)\C ((E,E)-4,8-dimethyl-10-[(tetrahyro-2H-pyran-2-yl)-oxy]-4,8-decadienal), C(C#C)Br (propargyl bromide), solution, [Cl-].[NH4+] (ammonium chloride). Reagents/catalysts: [Hg](Cl)Cl (mercury(II) chloride). Solvent: CCOCC (ether), CCOCC (ether), O1CCCC1 (tetrahydrofuran), CCOCC (ether), CCOCC (ether). Conditions: time 15 minute. The product is CC(/C=C/C(=C\C#C)/O)=CC=CC(=CCOC1OCCCC1)C ((E,E)-7,11-dimethyl-13-[(tetrahydro-2H-pyran-2-yl)oxy]-7,11-tridecadien-trien-1-yn-4-ol). As a reaction SMILES: [Mg].[CH2:2](Br)[C:3]#[CH:4].[CH3:6]/[C:7](=[CH:12]\[CH2:13][CH2:14]/[C:15](/[CH3:25])=[CH:16]/[CH2:17][O:18][CH:19]1[CH2:24][CH2:23][CH2:22][CH2:21][O:20]1)/[CH2:8][CH2:9][CH:10]=[O:11].[Cl-].[NH4+]>CCOCC.[Hg](Cl)Cl.O1CCCC1>[CH3:6][C:7](=[CH:12][CH:13]=[CH:14][C:15]([CH3:25])=[CH:16][CH2:17][O:18][CH:19]1[CH2:24][CH2:23][CH2:22][CH2:21][O:20]1)/[CH:8]=[CH:9]/[C:10](/[OH:11])=[CH:4]\[C:3]#[CH:2] |f:3.4|. Reported procedure: 4.86 g of magnesium shavings, 100 mg of mercury(II) chloride and 100 ml of ether are placed under an argon atmosphere in a 500 ml sulfonation flask provided with a mechanical stirrer, a dropping funnel and a thermometer. The dropping funnel is charged with a solution of 23.8 g (15.1 ml) of propargyl bromide in 50 ml of ether and 1.0 ml of this solution is added dropwise to the above mixture at room temperature. After the reaction has begun the mixture is cooled to -20° and the remainder of the p... Reactants: C1COC2(CCC(CC2)OCC2=CC=CC=C2)O1 (4-Benzyloxycyclohexanone ethylene ketal), C(=O)(O)[O-].[Na+] (NaHCO3). Run in CO (methanol), Cl (HCl). Product: C(C1=CC=CC=C1)OC1CCC(CC1)=O (4-Benzyloxycyclohexanone). Reaction SMILES: C1O[C:4]2([CH2:9][CH2:8][CH:7]([O:10][CH2:11][C:12]3[CH:17]=[CH:16][CH:15]=[CH:14][CH:13]=3)[CH2:6][CH2:5]2)[O:3]C1.C([O-])(O)=O.[Na+]>CO.Cl>[CH2:11]([O:10][CH:7]1[CH2:8][CH2:9][C:4](=[O:3])[CH2:5][CH2:6]1)[C:12]1[CH:17]=[CH:16][CH:15]=[CH:14][CH:13]=1 |f:1.2|. Reported procedure: A solution of 4-benzyloxy cyclohexanone ethylene ketal 40 (5.0 g, 20.1 mmol) in methanol (20 mL) and 1N HCl (0.5 mL) was stirred overnight at 25° C. (Step 37). The mixture was neutralized by addition of 1N NaHCO3 (0.5 mL), solvent removed by roto-evaporation, and the residue chromatographed on silica gel using 15:85 ethyl acetate /hexane. Yield of the ketone 41 was 2.7 g ##STR8## (67%); Rf=0.35; 1H NMR (CDCl3) δ2.3 (m, 8H, ring-CH2), 3.6 (m, 1H, CH--O ), 4.6 (s, 2H, CH2 --O). Reactants: Cn1ncc(Br)c1Cl, O=C([O-])[O-], ClCCl, COc1ccc(F)c(Cl)c1C(C)c1c[nH]c2ncc(B3OC(C)(C)C(C)(C)O3)cc12, [K+], [K+], C1COCCO1, c1ccc(P(c2ccccc2)(c2ccccc2)[Pd](P(c2ccccc2)(c2ccccc2)c2ccccc2)(P(c2ccccc2)(c2ccccc2)c2ccccc2)P(c2ccccc2)(c2ccccc2)c2ccccc2)cc1. Yields the product COc1ccc(F)c(Cl)c1C(C)c1c[nH]c2ncc(-c3cnn(C)c3Cl)cc12. Reaction SMILES: [Br:1][c:2]1[cH:3][n:4][n:5]([CH3:8])[c:6]1[Cl:7].[C:39](=[O:40])([O-:41])[O-:42].[Cl:45][CH2:46][Cl:47].[Cl:9][c:10]1[c:11]([CH:19]([CH3:20])[c:21]2[cH:22][nH:23][c:24]3[n:25][cH:26][c:27]([B:30]4[O:31][C:32]([CH3:33])([CH3:34])[C:35]([CH3:36])([CH3:37])[O:38]4)[cH:28][c:29]23)[c:12]([O:17][CH3:18])[cH:13][cH:14][c:15]1[F:16].[K+:43].[K+:44].[O:125]1[CH2:126][CH2:127][O:128][CH2:129][CH2:130]1.[cH:48]1[cH:49][cH:50][c:51]([P:52]([Pd:53]([P:54]([c:55]2[cH:56][cH:57][cH:58][cH:59][cH:60]2)([c:61]2[cH:62][cH:63][cH:64][cH:65][cH:66]2)[c:67]2[cH:68][cH:69][cH:70][cH:71][cH:72]2)([P:73]([c:74]2[cH:75][cH:76][cH:77][cH:78][cH:79]2)([c:80]2[cH:81][cH:82][cH:83][cH:84][cH:85]2)[c:86]2[cH:87][cH:88][cH:89][cH:90][cH:91]2)[P:92]([c:93]2[cH:94][cH:95][cH:96][cH:97][cH:98]2)([c:99]2[cH:100][cH:101][cH:102][cH:103][cH:104]2)[c:105]2[cH:106][cH:107][cH:108][cH:109][cH:110]2)([c:111]2[cH:112][cH:113][cH:114][cH:115][cH:116]2)[c:117]2[cH:118][cH:119][cH:120][cH:121][cH:122]2)[cH:123][cH:124]1>>[c:2]1(-[c:27]2[cH:26][n:25][c:24]3[nH:23][cH:22][c:21]([CH:19]([c:11]4[c:10]([Cl:9])[c:15]([F:16])[cH:14][cH:13][c:12]4[O:17][CH3:18])[CH3:20])[c:29]3[cH:28]2)[cH:3][n:4][n:5]([CH3:8])[c:6]1[Cl:7]. Reactants: ClC1=CC=C(N=N1)C#N (6-chloro-pyridazine-3-carbonitrile), C1CCOC1 (THF), C[Mg]Br (Methylmagnesium bromide). Reaction conditions: time 1.5 hour. Yields the product ClC1=CC=C(N=N1)C(C)=O (1-(6-chloro-pyridazin-3-yl)-ethanone). RXN SMILES: [Cl:1][C:2]1[N:7]=[N:6]C(C#N)=CC=1.[CH3:10][Mg]Br.[CH2:13]1[CH2:17][O:16][CH2:15][CH2:14]1>>[Cl:1][C:2]1[N:7]=[N:6][C:13]([C:17](=[O:16])[CH3:10])=[CH:14][CH:15]=1. Procedure details: A solution of 6-chloro-pyridazine-3-carbonitrile (prepared according to MacDonald et al., WO/2008/068277) (100 mg, 0.71 mmol) in dry THF (3.6 mL) was cooled to −50° C. in a dry ice/acetone bath. Methylmagnesium bromide (1.0 M in MePh/THF, 0.54 mL, 0.75 mmol) was added via syringe in one portion. The cold bath was removed and the reaction was stirred for 1.5 h. To the reaction mixture was added saturated aqueous NH4Cl and this mixture was extracted with EtOAc (3×). The combined organics were drie... Reactants: O=[N+]([O-])c1ccc(F)c(F)c1Br, CS(C)=O, C[O-], [Na+]. Product: COc1ccc([N+](=O)[O-])c(Br)c1F. As a reaction SMILES: [Br:4][c:5]1[c:6]([N+:13](=[O:14])[O-:15])[cH:7][cH:8][c:9]([F:12])[c:10]1[F:11].[CH3:16][S:17]([CH3:18])=[O:19].[CH3:1][O-:2].[Na+:3]>>[CH3:1][O:2][c:9]1[cH:8][cH:7][c:6]([N+:13](=[O:14])[O-:15])[c:5]([Br:4])[c:10]1[F:11]. The reactants are NC1CCN(CC1)C[C@@H]1CN2C(C=CC=3N=CC(N1C23)=O)=O ((2R)-2-[(4-Amino-1-piperidinyl)methyl]-1,2-dihydro-3H,8H-2a,5,8a-triazaacenaphthylene-3,8-dione), C(O)([O-])=O.[Na+] (sodium hydrogen carbonate), ClCCl (dichloromethane), N=1SN=C2C1C=CC(=C2)C=O (2,1,3-benzothiadiazole-5-carbaldehyde), C(C)(=O)O[BH-](OC(C)=O)OC(C)=O.[Na+] (Sodium triacetoxyborohydride). The solvent is CO (methanol), C(Cl)(Cl)Cl (chloroform). The product is Cl.N=1SN=C2C1C=CC(=C2)CNC2CCN(CC2)C[C@@H]2CN1C(C=CC=3N=CC(N2C13)=O)=O ((2R)-2-({4-[(2,1,3-Benzothiadiazol-5-ylmethyl)amino]-1-piperidinyl}methyl)-1,2-dihydro-3H,8H-2a,5,8a-triazaacenaphthylene-3,8-dione hydrochloride). As a reaction SMILES: [NH2:1][CH:2]1[CH2:7][CH2:6][N:5]([CH2:8][C@H:9]2[N:19]3[C:20]4[N:11]([C:12](=[O:22])[CH:13]=[CH:14][C:15]=4[N:16]=[CH:17][C:18]3=[O:21])[CH2:10]2)[CH2:4][CH2:3]1.[N:23]1[S:24][N:25]=[C:26]2[CH:31]=[C:30]([CH:32]=O)[CH:29]=[CH:28][C:27]=12.C(O[BH-](OC(=O)C)OC(=O)C)(=O)C.[Na+].C(=O)([O-])O.[Na+].[Cl:53]CCl>CO.C(Cl)(Cl)Cl>[ClH:53].[N:23]1[S:24][N:25]=[C:26]2[CH:31]=[C:30]([CH2:32][NH:1][CH:2]3[CH2:7][CH2:6][N:5]([CH2:8][C@H:9]4[N:19]5[C:20]6[N:11]([C:12](=[O:22])[CH:13]=[CH:14][C:15]=6[N:16]=[CH:17][C:18]5=[O:21])[CH2:10]4)[CH2:4][CH2:3]3)[CH:29]=[CH:28][C:27]=12 |f:2.3,4.5,9.10|. Procedure: (2R)-2-[(4-Amino-1-piperidinyl)methyl]-1,2-dihydro-3H,8H-2a,5,8a-triazaacenaphthylene-3,8-dione (50 mg, 0.166 mmol) (for a preparation see Example 16(j)) and 2,1,3-benzothiadiazole-5-carbaldehyde (25 mg, 0.918 eq.) were stirred in 9:1 v:v chloroform:methanol (1 ml) for 2.5 hours. Sodium triacetoxyborohydride (105 mg, 3.000 eq.) was then added in one portion and the mixture was stirred vigorously at room temperature for 30 min. Saturated aqueous sodium hydrogen carbonate (0.5 ml) was then added, ...